Dataset: the Open Reaction Database (ORD), a public repository of structured organic reaction records. Task: describe an organic reaction: reactants, conditions, products, and yield The reactants are C1CCNC1, CC(C)=O, CC(=O)c1ccc(F)cc1O, c1ccccc1. The product is CC1(C)CC(=O)c2ccc(F)cc2O1. Reaction SMILES: [CH2:16]1[CH2:17][NH:18][CH2:19][CH2:20]1.[CH3:12][C:13]([CH3:14])=[O:15].[F:1][c:2]1[cH:3][c:4]([OH:11])[c:5]([C:8]([CH3:9])=[O:10])[cH:6][cH:7]1.[cH:21]1[cH:22][cH:23][cH:24][cH:25][cH:26]1>>[F:1][c:2]1[cH:3][c:4]2[c:5]([cH:6][cH:7]1)[C:8](=[O:10])[CH2:9][C:13]([CH3:12])([CH3:14])[O:11]2. The reactants are C(C1=CC=CC=C1)OC(=O)NC(=N)NC(=O)OCC1=CC=CC=C1 (N,N′-bis(benzyloxycarbonyl)guanidine), N#N (N2), C(C1=CC=CC=C1)OC(=O)NC(=N)NC(=O)OCC1=CC=CC=C1 (N,N′-bis(benzyloxycarbonyl)guanidine), [H-].[Na+] (NaH). Run in C1CCOC1 (THF). Run at time 1 hour. Product: C(C1=CC=CC=C1)OC(=O)NC(=NC(=O)OCC1=CC=CC=C1)NC(=O)OCC1=CC=CC=C1 (N,N′,N″-tris(benzyloxy-carbonyl)guanidine). Yield: 19.0%. RXN SMILES: [CH2:1]([O:8][C:9]([NH:11][C:12]([NH:14][C:15]([O:17][CH2:18][C:19]1[CH:24]=[CH:23][CH:22]=[CH:21][CH:20]=1)=[O:16])=[NH:13])=[O:10])[C:2]1[CH:7]=[CH:6][CH:5]=[CH:4][CH:3]=1.[H-].[Na+].N#N>C1COCC1>[CH2:1]([O:8][C:9]([NH:11][C:12]([NH:13][C:9]([O:8][CH2:1][C:2]1[CH:7]=[CH:6][CH:5]=[CH:4][CH:3]=1)=[O:10])=[N:14][C:15]([O:17][CH2:18][C:19]1[CH:20]=[CH:21][CH:22]=[CH:23][CH:24]=1)=[O:16])=[O:10])[C:2]1[CH:3]=[CH:4][CH:5]=[CH:6][CH:7]=1 |f:1.2|. Procedure details: The product was prepared as described in J.O.C., 1998, 63 (23), 8432-8439, starting from a solution of N,N′-bis(benzyloxycarbonyl)guanidine (prepared as described in J.O.C., 1998, 63 (23), 8432-8439), (3 g, 9.17 mmol) in anhydrous THF which was brought to T=−45° C., after which NaH (60% in mineral oil, 728 mg, 18.1 mmol) was added piecemeal in small portions. The suspension was kept at T=−45° C. for 1 hour after which benzylchloroformiate (1.55 g, 9.17 mmol) was added and the suspension was brou... Reactants: ClC=1C=C(C=CC1F)[N+](=O)[O-] (3-chloro-4-fluoronitrobenzene), S1C(=NC=C1)S (2-thiazolethiol). Product: S1C(=NC=C1)SC1=C(C=C(C=C1)[N+](=O)[O-])Cl (2-chloro-4-nitrophenyl 2-thiazolyl sulphide). Yield: 26.0%. As a reaction SMILES: [Cl:1][C:2]1[CH:3]=[C:4]([N+:9]([O-:11])=[O:10])[CH:5]=[CH:6][C:7]=1F.[S:12]1[CH:16]=[CH:15][N:14]=[C:13]1[SH:17]>>[S:12]1[CH:16]=[CH:15][N:14]=[C:13]1[S:17][C:7]1[CH:6]=[CH:5][C:4]([N+:9]([O-:11])=[O:10])=[CH:3][C:2]=1[Cl:1]. Procedure details: Using an analogous procedure to that described in the first paragraph of the portion of Example 8 which is concerned with the preparation of starting materials, 3-chloro-4-fluoronitrobenzene was reacted with 2-thiazolethiol to give a precipitated solid which was partitioned between ethyl acetate and water. The organic phase was dried (MgSO4) and evaporated to give 2-chloro-4-nitrophenyl 2-thiazolyl sulphide in 26% yield. Run in C(Cl)(Cl)Cl (chloroform), C(Cl)(Cl)Cl (chloroform). Procedure: A phosphorus oxychloride solution (3.0 mL) of 2-({[3-(4-chlorobenzyl)ureido](methylthio)methylene}amino)-2-oxoethyl acetate (201 mg, 0.616 mmol) synthesized in Reference Synthesis Example 327 was stirred at 80° C. for 3 hours. After completion of the reaction, the reaction solution was added to chloroform-saturated sodium bicarbonate aqueous solution and extraction from the resultant mixture with chloroform was performed. The organic layer was dried over anhydrous sodium sulfate and concentrated... Product: C(C)(=O)OCC=1N(C(N=C(N1)SC)=O)CC1=CC=C(C=C1)Cl ([1-(4-Chlorobenzyl)-4-(methylthio)-6-oxo-1,6-dihydro-1,3,5-triazin-2-yl]methyl acetate). The yield is 104.6%. Reaction SMILES: P(Cl)(Cl)(Cl)=O.[C:6]([O:9][CH2:10][C:11]([N:13]=[C:14]([NH:17][C:18]([NH:20][CH2:21][C:22]1[CH:27]=[CH:26][C:25]([Cl:28])=[CH:24][CH:23]=1)=[O:19])[S:15][CH3:16])=O)(=[O:8])[CH3:7]>C(Cl)(Cl)Cl>[C:6]([O:9][CH2:10][C:11]1[N:20]([CH2:21][C:22]2[CH:27]=[CH:26][C:25]([Cl:28])=[CH:24][CH:23]=2)[C:18](=[O:19])[N:17]=[C:14]([S:15][CH3:16])[N:13]=1)(=[O:8])[CH3:7]. Run at temperature 80 celsius, time 3 hour. The reactants are P(=O)(Cl)(Cl)Cl (phosphorus oxychloride), C(C)(=O)OCC(=O)N=C(SC)NC(=O)NCC1=CC=C(C=C1)Cl (2-({[3-(4-chlorobenzyl)ureido](methylthio)methylene}amino)-2-oxoethyl acetate), resultant mixture. Reactants: ClC(C#N)CC(C=O)(Cl)Cl (2,4,4-trichloro-4-formylbutyronitrile), [Al+3].[Cl-].[Cl-].[Cl-] (AlCl3). Reaction conditions: temperature 60 celsius. The product is ClC1=NC=C(C=C1Cl)Cl (2,3,5-trichloropyridine). As a reaction SMILES: [Cl:1][CH:2]([CH2:5][C:6]([Cl:10])(Cl)[CH:7]=O)[C:3]#[N:4].[Al+3].[Cl-:12].[Cl-].[Cl-]>>[Cl:12][C:7]1[C:6]([Cl:10])=[CH:5][C:2]([Cl:1])=[CH:3][N:4]=1 |f:1.2.3.4|. Procedure details: 13.6 g of 2,4,4-trichloro-4-formylbutyronitrile obtained according to (a), with the addition of 1.0 g of AlCl3, is heated in an enamel autoclave for 1 hour at 60° C. The dark crude product is afterwards distilled with steam, in the process of which the 2,3,5-trichloropyridine precipitates, in the distillate, in the form of white crystals. The yield is 9.1 g (83% of theory) of 2,3,5-trichloropyridine, m.p. 49°-50° C. The reactants are CC(=O)OC(C)=O, ClCCl, Cl, Cl, C[Si](C)(C)CCOCn1ccc2nc(NC(=O)NC3CCNCC3)cnc21, c1ccncc1. Yields the product CC(=O)N1CCC(NC(=O)Nc2cnc3c(ccn3COCC[Si](C)(C)C)n2)CC1. As a reaction SMILES: [CH3:36][C:37](=[O:38])[O:39][C:40](=[O:41])[CH3:42].[Cl:43][CH2:44][Cl:45].[ClH:1].[ClH:2].[NH:3]1[CH2:4][CH2:5][CH:6]([NH:9][C:10](=[O:11])[NH:12][c:13]2[n:14][c:15]3[c:16]([n:17][cH:18]2)[n:19]([CH2:22][O:23][CH2:24][CH2:25][Si:26]([CH3:27])([CH3:28])[CH3:29])[cH:20][cH:21]3)[CH2:7][CH2:8]1.[cH:30]1[cH:31][cH:32][n:33][cH:34][cH:35]1>>[N:3]1([C:37]([CH3:36])=[O:38])[CH2:4][CH2:5][CH:6]([NH:9][C:10](=[O:11])[NH:12][c:13]2[n:14][c:15]3[c:16]([n:17][cH:18]2)[n:19]([CH2:22][O:23][CH2:24][CH2:25][Si:26]([CH3:27])([CH3:28])[CH3:29])[cH:20][cH:21]3)[CH2:7][CH2:8]1. Reactants: FC1=CC=C(C=N1)C1=CC=C(C=C1)C1(CC1)C(=O)N1C[C@]2(CC1)OC(C1=C2C=CC=C1)=O ((1R)-1′-({1-[4-(6-fluoropyridin-3-yl)phenyl]cyclopropyl}carbonyl)-3H-spiro[2-benzofuran-1,3′-pyrrolidin]-3-one), C1(=CC=CC=C1)O (phenol), NC1=CC=CC=C1 (aniline), C(C)(=O)[O-].[NH4+] (ammonium acetate), CS(=O)C (dimethyl sulfoxide). The solvent is O (water). Conditions: temperature 100 celsius. The product is OC1=CC=C(C=N1)C1=CC=C(C=C1)C1(CC1)C(=O)N1C[C@]2(CC1)OC(C1=C2C=CC=C1)=O ((1R)-1′-({1-[4-(6-Hydroxypyridin-3-yl)phenyl]cyclopropyl}carbonyl)-3H-spiro[2-benzofuran-1,3′-pyrrolidin]-3-one). RXN SMILES: F[C:2]1[N:7]=[CH:6][C:5]([C:8]2[CH:13]=[CH:12][C:11]([C:14]3([C:17]([N:19]4[CH2:23][CH2:22][C@@:21]5([C:27]6[CH:28]=[CH:29][CH:30]=[CH:31][C:26]=6[C:25](=[O:32])[O:24]5)[CH2:20]4)=[O:18])[CH2:16][CH2:15]3)=[CH:10][CH:9]=2)=[CH:4][CH:3]=1.C([O-])(=[O:35])C.[NH4+].CS(C)=O.C1(O)C=CC=CC=1.NC1C=CC=CC=1>O>[OH:35][C:2]1[N:7]=[CH:6][C:5]([C:8]2[CH:13]=[CH:12][C:11]([C:14]3([C:17]([N:19]4[CH2:23][CH2:22][C@@:21]5([C:27]6[CH:28]=[CH:29][CH:30]=[CH:31][C:26]=6[C:25](=[O:32])[O:24]5)[CH2:20]4)=[O:18])[CH2:16][CH2:15]3)=[CH:10][CH:9]=2)=[CH:4][CH:3]=1 |f:1.2|. Procedure details: A mixture of (1R)-1′-({1-[4-(6-fluoropyridin-3-yl)phenyl]cyclopropyl}carbonyl)-3H-spiro[2-benzofuran-1,3′-pyrrolidin]-3-one (20.0 mg, 0.0000467 mol, see example 250 for the preparation), and ammonium acetate (0.0216 g, 0.000280 mol) in dimethyl sulfoxide (0.5 mL, 0.007 mol) and water (0.1 mL) was heated at 100° C. in a sealed tube overnight. The major product was the phenol rather than the aniline derivative. The product was isolated and purified by prep-HPLC. LC-MS: 427.2 (M+H+)